This data is from the Open Reaction Database (ORD), a public repository of structured organic reaction records. The task is: describe an organic reaction: reactants, conditions, products, and yield The reactants are CC1(OB(OC1(C)C)C=1C=CC=2N(N1)C=C(N2)NC(C)=O)C (N-(6-(4,4,5,5-tetramethyl-1,3,2-dioxaborolan-2-yl)imidazo[1,2-b]pyridazin-2-yl)acetamide), ClC=1N=NC(=CC1NS(=O)(=O)C1=CC=C(C=C1)F)Cl (N-(3,6-dichloropyridazin-4-yl)-4-fluorobenzenesulfonamide), C([O-])([O-])=O.[Cs+].[Cs+] (cesium carbonate), O1CCOCC1 (dioxane). Solvent: O (water), [NH4+].[Cl-] (NH4Cl). Conditions: temperature 90 celsius, time 2 hour. Product: ClC1=C(C=C(N=N1)C=1C=CC=2N(N1)C=C(N2)NC(C)=O)NS(=O)(=O)C2=CC=C(C=C2)F (N-(6-(6-chloro-5-(4-fluorophenylsulfonamido)pyridazin-3-yl)imidazo[1,2-b]pyridazin-2-yl)acetamide). Yield: 13.7%. RXN SMILES: CC1(C)C(C)(C)OB([C:9]2[CH:10]=[CH:11][C:12]3[N:13]([CH:15]=[C:16]([NH:18][C:19](=[O:21])[CH3:20])[N:17]=3)[N:14]=2)O1.[Cl:23][C:24]1[N:25]=[N:26][C:27](Cl)=[CH:28][C:29]=1[NH:30][S:31]([C:34]1[CH:39]=[CH:38][C:37]([F:40])=[CH:36][CH:35]=1)(=[O:33])=[O:32].C(=O)([O-])[O-].[Cs+].[Cs+].O1CCOCC1>[NH4+].[Cl-].O>[Cl:23][C:24]1[N:25]=[N:26][C:27]([C:9]2[CH:10]=[CH:11][C:12]3[N:13]([CH:15]=[C:16]([NH:18][C:19](=[O:21])[CH3:20])[N:17]=3)[N:14]=2)=[CH:28][C:29]=1[NH:30][S:31]([C:34]1[CH:39]=[CH:38][C:37]([F:40])=[CH:36][CH:35]=1)(=[O:32])=[O:33] |f:2.3.4,6.7|. Procedure: To a 50 mL round-bottomed flask was added N-(6-(4,4,5,5-tetramethyl-1,3,2-dioxaborolan-2-yl)imidazo[1,2-b]pyridazin-2-yl)acetamide (100 mg, 331 μmol), N-(3,6-dichloropyridazin-4-yl)-4-fluorobenzenesulfonamide (107 mg, 331 μmol), cesium carbonate (216 mg, 662 μmol), 662 μmol), dioxane (3 mL), water (0.5 mL). The reaction mixture was stirred at 90° C. for 2 h. The mixture was cooled down to room temperature. The reaction mixture was diluted with satd NH4Cl (2 mL) and extracted with EtOAc (3×20 mL)... The reactants are C(C1=CC=CC=C1)OC(CN1C(C(=NC(=C1C)Cl)NC[C@@H]1N(CCC1)C(=O)OC(C)(C)C)=O)=O (tert-butyl (2R)-2-[((4-[2-(benzyloxy)-2-oxoethyl]-6-chloro-5-methyl-3-oxo-3,4-dihydro-2-pyrazinyl}amino)methyl]-1-pyrrolidinecarboxylate). Reagents/catalysts: [OH-].[Pd+2].[OH-] (palladium hydroxide). Yields the product C(C)(C)(C)OC(=O)N1[C@H](CCC1)CNC=1C(N(C(=CN1)C)CC(=O)O)=O (2-[3-({[(2R)-1-(tert-butoxycarbonyl)pyrrolidinyl]methyl}amino)-6-methyl-2-oxo-1(2H)-pyrazinyl]acetic acid), product. Isolated yield 68.0%. As a reaction SMILES: C([O:8][C:9](=[O:34])[CH2:10][N:11]1[C:16]([CH3:17])=[C:15](Cl)[N:14]=[C:13]([NH:19][CH2:20][C@H:21]2[CH2:25][CH2:24][CH2:23][N:22]2[C:26]([O:28][C:29]([CH3:32])([CH3:31])[CH3:30])=[O:27])[C:12]1=[O:33])C1C=CC=CC=1>[OH-].[Pd+2].[OH-]>[C:29]([O:28][C:26]([N:22]1[CH2:23][CH2:24][CH2:25][C@@H:21]1[CH2:20][NH:19][C:13]1[C:12](=[O:33])[N:11]([CH2:10][C:9]([OH:34])=[O:8])[C:16]([CH3:17])=[CH:15][N:14]=1)=[O:27])([CH3:30])([CH3:31])[CH3:32] |f:1.2.3|. Reported procedure: The title compound was prepared by a similar method to preparation 44 from tert-butyl (2R)-2-[((4-[2-(benzyloxy)-2-oxoethyl]-6-chloro-5-methyl-3-oxo-3,4-dihydro-2-pyrazinyl}amino)methyl]-1-pyrrolidinecarboxylate [see preparation 53] and palladium hydroxide to afford the product as a white foam, (68%). Reaction SMILES: [C:1]([O:2][C:3](=[O:4])[NH:7][c:8]1[cH:9][c:10]2[c:11](=[O:35])[n:12]([NH:23][C:24]([CH2:25][c:26]3[cH:27][c:28]([F:33])[cH:29][c:30]([F:32])[cH:31]3)=[O:34])[c:13]([N:18]([CH2:19][CH3:20])[CH2:21][CH3:22])[n:14][c:15]2[cH:16][cH:17]1)([CH3:5])([CH3:6])[CH3:36].[CH3:38][C:39](=[O:40])[OH:41].[ClH:37]>>[ClH:37].[NH2:7][c:8]1[cH:9][c:10]2[c:11](=[O:35])[n:12]([NH:23][C:24]([CH2:25][c:26]3[cH:27][c:28]([F:33])[cH:29][c:30]([F:32])[cH:31]3)=[O:34])[c:13]([N:18]([CH2:19][CH3:20])[CH2:21][CH3:22])[n:14][c:15]2[cH:16][cH:17]1. Starting materials: CCN(CC)c1nc2ccc(NC(=O)OC(C)(C)C)cc2c(=O)n1NC(=O)Cc1cc(F)cc(F)c1, CC(=O)O, Cl. The product is Cl, CCN(CC)c1nc2ccc(N)cc2c(=O)n1NC(=O)Cc1cc(F)cc(F)c1. The reactants are C1(=CC=CC=C1)C (Toluene), C1CC(=O)N[C@@H]1CO (L-pyroglutaminol), C(C1=CC=CC=C1)=O (benzaldehyde). Reagents/catalysts: C1(=CC=C(C=C1)S(=O)(=O)O)C (p-toluenesulfonic acid). Run in O (water). Run at time 15 minute. Yields the product C1(=CC=CC=C1)[C@H]1OC[C@H]2N1C(CC2)=O ((3R,7aS)-3-phenyltetrahydropyrrolo[1,2-c]oxazol-5(1H)-one). Isolated yield 78.6%. As a reaction SMILES: [C:1]1([CH3:7])[CH:6]=[CH:5][CH:4]=[CH:3][CH:2]=1.[CH2:8]1[C@@H:13]([CH2:14][OH:15])[NH:12][C:10](=[O:11])[CH2:9]1.C(=O)C1C=CC=CC=1>C1(C)C=CC(S(O)(=O)=O)=CC=1.O>[C:1]1([C@@H:7]2[N:12]3[C:10](=[O:11])[CH2:9][CH2:8][C@H:13]3[CH2:14][O:15]2)[CH:6]=[CH:5][CH:4]=[CH:3][CH:2]=1. Procedure details: Toluene (36 L, 6 vol), L-pyroglutaminol (6.0 Kg, 1.0 eq), benzaldehyde (8.3 Kg, 1.5 eq) and p-toluenesulfonic acid (134 g, 1.5% mol) were charged to a reactor. The resulting mixture was heated to reflux and the water formed during the reaction was separated out by using Dean-Stark condenser. The completion of the reaction was monitored by HPLC until L-pyroglutaminol was ≦0.1%. It was cooled to 15˜20° C., added aqueous 5% NaHCO3 (3 vol), agitated for 15 min and separated the layers. 20% aqueous N... Starting materials: C(O)([O-])=O.[Na+] (sodium hydrogencarbonate), NC=1C(=NC=CC1)NC1=CC(=CC=C1)CN(C(=O)OC(C)(C)C)C(=O)OC(C)(C)C (3-amino-2-(3-(di(t-butoxycarbonyl)aminomethyl)phenyl-amino)pyridine), CI (methyl iodide), [H-].[Na+] (sodium hydride). The solvent is C(C)(=O)OCC (ethyl acetate), CN(C=O)C (dimethylformamide). Run at time 4 day. Product: CNC=1C(=NC=CC1)NC1=CC(=CC=C1)CN(C(=O)OC(C)(C)C)C(=O)OC(C)(C)C (3-methylamino-2-(3-(di-(t-butoxycarbonyl)aminomethyl)phenylamino)pyridine). Yield: 21.0%. Reaction SMILES: [NH2:1][C:2]1[C:3]([NH:8][C:9]2[CH:14]=[CH:13][CH:12]=[C:11]([CH2:15][N:16]([C:24]([O:26][C:27]([CH3:30])([CH3:29])[CH3:28])=[O:25])[C:17]([O:19][C:20]([CH3:23])([CH3:22])[CH3:21])=[O:18])[CH:10]=2)=[N:4][CH:5]=[CH:6][CH:7]=1.CI.[H-].[Na+].[C:35](=O)([O-])O.[Na+]>C(OCC)(=O)C.CN(C)C=O>[CH3:35][NH:1][C:2]1[C:3]([NH:8][C:9]2[CH:14]=[CH:13][CH:12]=[C:11]([CH2:15][N:16]([C:24]([O:26][C:27]([CH3:30])([CH3:29])[CH3:28])=[O:25])[C:17]([O:19][C:20]([CH3:23])([CH3:22])[CH3:21])=[O:18])[CH:10]=2)=[N:4][CH:5]=[CH:6][CH:7]=1 |f:2.3,4.5|. Procedure: To a mixture of the compound (88.5 mg) obtained in Example 3, methyl iodide (15 μl) and dimethylformamide (2 ml), sodium hydride (content=60%; 10 mg) was added and the resulting mixture was stirred at room temperature for 4 days. To the reaction mixture, ethyl acetate and a saturated aqueous sodium hydrogencarbonate solution were added. The organic layer was washed with a saturated aqueous sodium chloride solution, dried with anhydrous sodium sulfate and concentrated under reduced pressure. The ... The reactants are O=C(CC#N)CC (3-oxopentanenitrile), C(=O)C1=CC=C(C#N)C=C1 (4-formylbenzonitrile), N1[C@H](C(=O)O)CCC1 (L-proline). Run in CCO (EtOH). Reaction conditions: temperature 22 celsius, time 16 hour. The product is C(#N)C(=CC1=CC=C(C#N)C=C1)C(CC)=O (4-(2-cyano-3-oxopent-1-enyl)benzonitrile). As a reaction SMILES: [O:1]=[C:2]([CH2:6][CH3:7])[CH2:3][C:4]#[N:5].[CH:8]([C:10]1[CH:17]=[CH:16][C:13]([C:14]#[N:15])=[CH:12][CH:11]=1)=O.N1CCC[C@H]1C(O)=O>CCO>[C:4]([C:3]([C:2](=[O:1])[CH2:6][CH3:7])=[CH:8][C:10]1[CH:17]=[CH:16][C:13]([C:14]#[N:15])=[CH:12][CH:11]=1)#[N:5]. Procedure details: To a 1000 ml, four-necked flask equipped with an overhead stirrer, a thermocouple and a condenser was charged with 3-oxopentanenitrile (23) (21.8 g, 135 mmol, 60%) of, 4-formylbenzonitrile (17.7 g, 135 mmol), L-proline (3.65 g, 27 mmol, 0.2 eq) and 200 ml of EtOH. The mixture was stirred at 22° C. for 16 hours and concentrated to a volume of approximately 120 ml. 100 ml of MTBE was added and the mixture was stirred at 22° C. for about 30 min. The precipitate was collected by vacuum filtration. T... Reactants: OCCCCCC=C1CCCC1, CO. Product: OCCCCCCC1CCCC1. RXN SMILES: [C:1]1(=[CH:6][CH2:7][CH2:8][CH2:9][CH2:10][CH2:11][OH:12])[CH2:2][CH2:3][CH2:4][CH2:5]1.[CH3:13][OH:14]>>[CH:1]1([CH2:6][CH2:7][CH2:8][CH2:9][CH2:10][CH2:11][OH:12])[CH2:2][CH2:3][CH2:4][CH2:5]1. Reactants: CC(=O)OC1OC(COC(=O)c2ccccc2)C(C)(OC(C)=O)C1(C)F, CC#N, Clc1ncnc2nc[nH]c12, C[Si](C)(C)OS(=O)(=O)C(F)(F)F, C1CCC2=NCCCN2CC1. Yields the product CC(=O)OC1(C)C(COC(=O)c2ccccc2)OC(n2cnc3c(Cl)ncnc32)C1(C)F. RXN SMILES: [C:34]([c:35]1[cH:36][cH:37][cH:38][cH:39][cH:40]1)(=[O:41])[O:42][CH2:43][CH:44]1[O:45][CH:46]([O:56][C:57](=[O:58])[CH3:59])[C:47]([CH3:54])([F:55])[C:48]1([CH3:49])[O:50][C:51]([CH3:52])=[O:53].[CH3:60][C:61]#[N:62].[Cl:1][c:2]1[c:3]2[nH:4][cH:5][n:6][c:7]2[n:8][cH:9][n:10]1.[F:22][C:23]([F:24])([F:25])[S:26]([O:27][Si:28]([CH3:29])([CH3:30])[CH3:31])(=[O:32])=[O:33].[N:11]12[CH2:12][CH2:13][CH2:14][N:15]=[C:16]1[CH2:17][CH2:18][CH2:19][CH2:20][CH2:21]2>>[Cl:1][c:2]1[c:3]2[n:4][cH:5][n:6]([CH:46]3[O:45][CH:44]([CH2:43][O:42][C:34]([c:35]4[cH:36][cH:37][cH:38][cH:39][cH:40]4)=[O:41])[C:48]([CH3:49])([O:50][C:51]([CH3:52])=[O:53])[C:47]3([CH3:54])[F:55])[c:7]2[n:8][cH:9][n:10]1.